Task: describe an organic reaction: reactants, conditions, products, and yield. Dataset: the Open Reaction Database (ORD), a public repository of structured organic reaction records Starting materials: CC(C)(NC1CC(c2cccc(OC(F)(F)F)c2)N(c2ccc(C#N)cc2)C1=O)c1cccc(C(F)(F)F)n1, ClCCl, Cc1ccc(S(=O)(=O)[O-])cc1. Yields the product CC(C)(NC1CC(c2cccc(OC(F)(F)F)c2)N(c2ccc(C#N)cc2)C1=O)c1cccc(C(F)(F)F)n1, Cc1ccc(S(=O)(=O)O)cc1. Reaction SMILES: [CH3:12][C:13]([CH3:14])([c:15]1[n:16][c:17]([C:21]([F:22])([F:23])[F:24])[cH:18][cH:19][cH:20]1)[NH:25][CH:26]1[C:27](=[O:50])[N:28]([c:42]2[cH:43][cH:44][c:45]([C:46]#[N:47])[cH:48][cH:49]2)[CH:29]([c:31]2[cH:32][c:33]([O:37][C:38]([F:39])([F:40])[F:41])[cH:34][cH:35][cH:36]2)[CH2:30]1.[Cl:51][CH2:52][Cl:53].[O-:1][S:2](=[O:3])(=[O:4])[c:5]1[cH:6][cH:7][c:8]([CH3:9])[cH:10][cH:11]1>>[CH3:12][C:13]([CH3:14])([c:15]1[n:16][c:17]([C:21]([F:22])([F:23])[F:24])[cH:18][cH:19][cH:20]1)[NH:25][CH:26]1[C:27](=[O:50])[N:28]([c:42]2[cH:43][cH:44][c:45]([C:46]#[N:47])[cH:48][cH:49]2)[CH:29]([c:31]2[cH:32][c:33]([O:37][C:38]([F:39])([F:40])[F:41])[cH:34][cH:35][cH:36]2)[CH2:30]1.[O:1]=[S:2](=[O:3])([OH:4])[c:5]1[cH:6][cH:7][c:8]([CH3:9])[cH:10][cH:11]1. Starting materials: BrCc1ccccc1, O=C([O-])[O-], CC#N, [K+], [K+], COC(=O)c1c(CO[Si](C)(C)C(C)(C)C)csc1N, O. The product is COC(=O)c1c(CO[Si](C)(C)C(C)(C)C)csc1NCc1ccccc1. As a reaction SMILES: [Br:26][CH2:27][c:28]1[cH:29][cH:30][cH:31][cH:32][cH:33]1.[C:20](=[O:21])([O-:22])[O-:23].[CH3:35][C:36]#[N:37].[K+:24].[K+:25].[NH2:1][c:2]1[s:3][cH:4][c:5]([CH2:11][O:12][Si:13]([CH3:14])([CH3:15])[C:16]([CH3:17])([CH3:18])[CH3:19])[c:6]1[C:7](=[O:8])[O:9][CH3:10].[OH2:34]>>[NH:1]([c:2]1[s:3][cH:4][c:5]([CH2:11][O:12][Si:13]([CH3:14])([CH3:15])[C:16]([CH3:17])([CH3:18])[CH3:19])[c:6]1[C:7](=[O:8])[O:9][CH3:10])[CH2:27][c:28]1[cH:29][cH:30][cH:31][cH:32][cH:33]1. The reactants are CC=1N=CNC1CSCCN (4-methyl-5-[(2-aminoethyl)thiomethyl]imidazole), CSC(N[N+](=O)[O-])=N (S-methyl-N-nitroisothiourea). Run in CO (methanol). Conditions: time 48 hour. Product: CC=1N=CNC1CSCCNC(=N)N[N+](=O)[O-] (N-[2-((4-methyl-5-imidazolyl)methylthio)ethyl]-N'-nitroguanidine). Reaction SMILES: [CH3:1][C:2]1[N:3]=[CH:4][NH:5][C:6]=1[CH2:7][S:8][CH2:9][CH2:10][NH2:11].CS[C:14](=[NH:19])[NH:15][N+:16]([O-:18])=[O:17]>CO>[CH3:1][C:2]1[N:3]=[CH:4][NH:5][C:6]=1[CH2:7][S:8][CH2:9][CH2:10][NH:11][C:14]([NH:15][N+:16]([O-:18])=[O:17])=[NH:19]. Procedure details: A solution of 4-methyl-5-[(2-aminoethyl)thiomethyl]imidazole (1.7 g.) and S-methyl-N-nitroisothiourea (1.45 g.) in methanol (35 ml.) was heated at 50°-60° for 2.5 hours and then set aside at room temperature for 48 hours. The crystalline product was filtered off and recrystallized from methanol to give N-[2-((4-methyl-5-imidazolyl)methylthio)ethyl]-N'-nitroguanidine, m.p. 184°-186°. (Found: C, 37.5; H, 5.7; N, 32.5; S, 12.5. C8H14N6O2S requires: C, 37.2; H, 5.5; N, 32.5; S, 12.4). (iii) Similarl... The reactants are N1CCC(CC1)COC1=NOC2=C1C(=CC=C2)OC2CCOCC2 (3-(Piperidin-4-ylmethoxy)-4-(tetrahydro-2H-pyran-4-yloxy)-1,2-benzisoxazole), C(=O)C1(CCOCC1)C(=O)OC (Methyl 4-formyltetrahydro-2H-pyran-4-carboxylate), C(=O)C1(CCC1)C(=O)OC (methyl 1-formylcyclobutanecarboxylate). The product is O1CCC(CC1)OC1=CC=CC2=C1C(=NO2)OCC2CCN(CC2)CC2(CCOCC2)C(=O)OC (Methyl 4-{[4-({[4-(tetrahydro-2H-pyran-4-yloxy)-1,2-benzisoxazol-3-yl]oxy}methyl)piperidin-1-yl]methyl}tetrahydro-2H-pyran-4-carboxylate). RXN SMILES: [NH:1]1[CH2:6][CH2:5][CH:4]([CH2:7][O:8][C:9]2[C:13]3[C:14]([O:18][CH:19]4[CH2:24][CH2:23][O:22][CH2:21][CH2:20]4)=[CH:15][CH:16]=[CH:17][C:12]=3[O:11][N:10]=2)[CH2:3][CH2:2]1.[CH:25]([C:27]1([C:33]([O:35][CH3:36])=[O:34])[CH2:32][CH2:31][O:30][CH2:29][CH2:28]1)=O.C(C1(C(OC)=O)CCC1)=O>>[O:22]1[CH2:23][CH2:24][CH:19]([O:18][C:14]2[C:13]3[C:9]([O:8][CH2:7][CH:4]4[CH2:3][CH2:2][N:1]([CH2:25][C:27]5([C:33]([O:35][CH3:36])=[O:34])[CH2:32][CH2:31][O:30][CH2:29][CH2:28]5)[CH2:6][CH2:5]4)=[N:10][O:11][C:12]=3[CH:17]=[CH:16][CH:15]=2)[CH2:20][CH2:21]1. Procedure: The title compound was prepared according to the procedure described in Step 3 of EXAMPLE 2 using 3-(piperidin-4-ylmethoxy)-4-(tetrahydro-2H-pyran-4-yloxy)-1,2-benzisoxazole (EXAMPLE 27, Step 1) and methyl 4-formyltetrahydro-2H-pyran-4-carboxylate (EXAMPLE 18, Step 1) instead of 3-(piperidin-4-ylmethoxy)-4-(2,2,2-trifluoroethoxy)-1,2-benzisoxazole and methyl 1-formylcyclobutanecarboxylate. The reactants are C(OC(C)(C)C)(OC(C)(C)C)=O (di-t-butyl carbonate), O1CCOCC1 (1,4-dioxane), C(OC(C)(C)C)(OC(C)(C)C)=O (di-t-butyl carbonate), Cl (hydrochloric acid), NC1=CC=C(C(=O)O)C=C1 (4-Aminobenzoic acid), O1CCOCC1 (1,4-dioxane), ice water, crude product. Reaction conditions: time 7.5 hour. Product: C(CCC)OC(=O)NC1=CC=C(C(=O)O)C=C1 (4-butoxycarbonylaminobenzoic acid). RXN SMILES: [NH2:1][C:2]1[CH:10]=[CH:9][C:5]([C:6]([OH:8])=[O:7])=[CH:4][CH:3]=1.[C:11](=[O:22])([O:17][C:18]([CH3:21])(C)C)OC(C)(C)C.Cl.O1CCO[CH2:26][CH2:25]1>>[CH2:18]([O:17][C:11]([NH:1][C:2]1[CH:10]=[CH:9][C:5]([C:6]([OH:8])=[O:7])=[CH:4][CH:3]=1)=[O:22])[CH2:21][CH2:25][CH3:26]. Procedure: 4-Aminobenzoic acid (5.0 g, 36.46 mmol) was dissolved in a mixed solvent of 1,4-dioxane/1N sodium hydroxide (1/1, 50 ml), and a 1,4-dioxane solution (9.5 g, 43.75 mmol/25 ml) of di-t-butyl carbonate was added dropwise to the solution under cooling with ice water. The mixture was stirred at room temperature. After 7.5 hours, additional di-t-butyl carbonate (1.5 g) was added to continue stirring. After 24 hours, 6N hydrochloric acid was added to the reaction mixture to acidify it, and the solvent ...